This data is from the Open Reaction Database (ORD), a public repository of structured organic reaction records. The task is: describe an organic reaction: reactants, conditions, products, and yield Reactants: C=CCCC(=O)O, ClCCCl, CN(C)c1ccncc1, CCN(C(C)C)C(C)C, CN(C)C=O, On1nnc2ccccc21, NC(CO)c1ccccc1. The product is C=CCCC(=O)NC(CO)c1ccccc1. As a reaction SMILES: [C:1]([CH2:2][CH2:3][CH:4]=[CH2:5])(=[O:6])[OH:7].[CH2:18]([Cl:19])[CH2:20][Cl:21].[CH3:46][N:47]([c:48]1[cH:49][cH:50][n:51][cH:52][cH:53]1)[CH3:54].[CH:32]([N:33]([CH2:34][CH3:35])[CH:36]([CH3:37])[CH3:38])([CH3:39])[CH3:40].[O:41]=[CH:42][N:43]([CH3:44])[CH3:45].[OH:8][n:9]1[c:10]2[c:11]([cH:12][cH:13][cH:14][cH:15]2)[n:16][n:17]1.[c:22]1([CH:28]([NH2:29])[CH2:30][OH:31])[cH:23][cH:24][cH:25][cH:26][cH:27]1>>[C:1]([CH2:2][CH2:3][CH:4]=[CH2:5])(=[O:7])[NH:29][CH:28]([c:22]1[cH:23][cH:24][cH:25][cH:26][cH:27]1)[CH2:30][OH:31]. Starting materials: Cl (hydrochloric acid), FC(CCC(CC1=CC=C(C(=O)OC)C=C1)C1=C(C=C(C=C1)C1=NC=C(C=C1)C(F)(F)F)C)(F)F (methyl 4-(5,5,5-trifluoro-2-(2-methyl-4-(5-(trifluoromethyl)pyridin-2-yl)phenyl)pentyl)benzoate), [OH-].[Na+] (sodium hydroxide), C1CCOC1 (THF). Run in CO (methanol). Reaction conditions: temperature 70 celsius, time 7 hour. Product: FC(CCC(C1=C(C=C(C=C1)C1=NC=C(C=C1)C(F)(F)F)C)NC1=CC=C(C(=O)O)C=C1)(F)F (4-((4,4,4-trifluoro-1-(2-methyl-4-(5-(trifluoromethyl)pyridin-2-yl)phenyl)butyl)amino)benzoic acid). RXN SMILES: [F:1][C:2]([F:35])([F:34])[CH2:3][CH2:4][CH:5]([C:17]1[CH:22]=[CH:21][C:20]([C:23]2[CH:28]=[CH:27][C:26]([C:29]([F:32])([F:31])[F:30])=[CH:25][N:24]=2)=[CH:19][C:18]=1[CH3:33])CC1C=CC(C(OC)=O)=CC=1.[OH-:36].[Na+].[CH2:38]1[CH2:42][O:41][CH2:40][CH2:39]1.Cl>CO>[F:34][C:2]([F:1])([F:35])[CH2:3][CH2:4][CH:5]([NH:24][C:23]1[CH:20]=[CH:19][C:39]([C:40]([OH:36])=[O:41])=[CH:38][CH:42]=1)[C:17]1[CH:22]=[CH:21][C:20]([C:23]2[CH:28]=[CH:27][C:26]([C:29]([F:30])([F:31])[F:32])=[CH:25][N:24]=2)=[CH:19][C:18]=1[CH3:33] |f:1.2|. Procedure details: A reaction mixture of methyl 4-(5,5,5-trifluoro-2-(2-methyl-4-(5-(trifluoromethyl)pyridin-2-yl)phenyl)pentyl)benzoate (13.6 g), 1M aqueous sodium hydroxide solution (82 mL), THF (82 mL) and methanol (82 mL) was stirred at 70° C. for 7 hr. The reaction mixture was neutralized with 1M hydrochloric acid at 0° C. and extracted with ethyl acetate. The extract was washed with water and saturated brine, and dried over anhydrous magnesium sulfate. The solvent was evaporated under reduced pressure to giv... Yields the product CCOC(=O)c1cc(C(=O)Cc2ccc(F)cc2)c[nH]1. Reactants: [Al+3], CCOC(=O)c1ccc[nH]1, [Cl-], [Cl-], [Cl-], CC(Cl)Cl, O=C(Cl)Cc1ccc(F)cc1. As a reaction SMILES: [Al+3:12].[CH2:1]([CH3:2])[O:3][C:4](=[O:5])[c:6]1[nH:7][cH:8][cH:9][cH:10]1.[Cl-:11].[Cl-:13].[Cl-:14].[Cl:26][CH:27]([Cl:28])[CH3:29].[F:15][c:16]1[cH:17][cH:18][c:19]([CH2:22][C:23](=[O:24])[Cl:25])[cH:20][cH:21]1>>[CH2:1]([CH3:2])[O:3][C:4](=[O:5])[c:6]1[nH:7][cH:8][c:9]([C:23]([CH2:22][c:19]2[cH:18][cH:17][c:16]([F:15])[cH:21][cH:20]2)=[O:24])[cH:10]1. Starting materials: C#CCBr, O=C([O-])[O-], CCCCCCC(C)(C)c1ccc(C2CCCNC2)c(O)c1, CCO, [K+], [K+]. Product: C#CCN1CCCC(c2ccc(C(C)(C)CCCCCC)cc2O)C1. As a reaction SMILES: [Br:29][CH2:30][C:31]#[CH:32].[C:23](=[O:24])([O-:25])[O-:26].[CH3:1][C:2]([CH2:3][CH2:4][CH2:5][CH2:6][CH2:7][CH3:8])([CH3:9])[c:10]1[cH:11][c:12]([OH:22])[c:13]([CH:16]2[CH2:17][NH:18][CH2:19][CH2:20][CH2:21]2)[cH:14][cH:15]1.[CH3:33][CH2:34][OH:35].[K+:27].[K+:28]>>[CH3:1][C:2]([CH2:3][CH2:4][CH2:5][CH2:6][CH2:7][CH3:8])([CH3:9])[c:10]1[cH:11][c:12]([OH:22])[c:13]([CH:16]2[CH2:17][N:18]([CH2:32][C:31]#[CH:30])[CH2:19][CH2:20][CH2:21]2)[cH:14][cH:15]1. Starting materials: Clc1nc2ccccc2[nH]1, Cc1cc(N)ccc1F. The product is Cl, Cc1cc(Nc2nc3ccccc3[nH]2)ccc1F. As a reaction SMILES: [Cl:1][c:2]1[nH:3][c:4]2[c:5]([n:6]1)[cH:7][cH:8][cH:9][cH:10]2.[F:11][c:12]1[c:13]([CH3:19])[cH:14][c:15]([NH2:16])[cH:17][cH:18]1>>[ClH:1].[c:2]1([NH:16][c:15]2[cH:14][c:13]([CH3:19])[c:12]([F:11])[cH:18][cH:17]2)[nH:3][c:4]2[c:5]([n:6]1)[cH:7][cH:8][cH:9][cH:10]2. Reactants: Cl (hydrochloric acid), CC1(C=2C=CC(=CC2C(CC1)(C)C)Br)C (5,6,7,8-tetrahydro-5,5,8,8-tetramethyl-2-bromonaphthalene), B(OC(C)C)(OC(C)C)OC(C)C (triisopropyl borate), C(CCC)[Li] (n-butyllithium). The solvent is C1CCOC1 (THF). Conditions: time 1 hour. The product is CC1(C=2C=CC(=CC2C(CC1)(C)C)B(O)O)C (5,6,7,8-Tetrahydro-5,5,8,8-tetramethyl-2-naphthylboronic acid). As a reaction SMILES: [CH3:1][C:2]1([CH3:15])[CH2:11][CH2:10][C:9]([CH3:13])([CH3:12])[C:8]2[CH:7]=[C:6](Br)[CH:5]=[CH:4][C:3]1=2.C([Li])CCC.[B:21](OC(C)C)([O:26]C(C)C)[O:22]C(C)C.Cl>C1COCC1>[CH3:1][C:2]1([CH3:15])[CH2:11][CH2:10][C:9]([CH3:13])([CH3:12])[C:8]2[CH:7]=[C:6]([B:21]([OH:26])[OH:22])[CH:5]=[CH:4][C:3]1=2. Procedure: 21.38 g (80.0 mmol) of 5,6,7,8-tetrahydro-5,5,8,8-tetramethyl-2-bromonaphthalene and 50 ml of THF are introduced into a three-necked flask under a stream of nitrogen. 38.4 ml (96.0 mmol) of n-butyllithium (2.5 M in hexane) are added dropwise, at −78° C., and the mixture is stirred for one hour. 27.7 ml (120.0 mmol) of triisopropyl borate are added dropwise at this same temperature and the mixture is stirred for 2 hours. 350 ml of hydrochloric acid (1 N) are added at −50° C. and the mixture is al... The reactants are C(C1=CC=CC=C1)N(CCCl)CC1=CC=CC=C1 (dibenzyl-(2-chloro-ethyl)-amine), Cl.FCCN (2-fluoro-ethylamine hydrochloride), CCN(C(C)C)C(C)C (DIEA). Reagents/catalysts: [Br-].C(CCC)[N+](CCCC)(CCCC)CCCC (tetrabutylammonium bromide). The solvent is CN(C)C=O (DMF). Yields the product C(C1=CC=CC=C1)N(CCNCCF)CC1=CC=CC=C1 (N,N-Dibenzyl-N′-(2-fluoro-ethyl)ethane-1,2-diamine). Yield: 27.9%. As a reaction SMILES: [CH2:1]([N:8]([CH2:12][C:13]1[CH:18]=[CH:17][CH:16]=[CH:15][CH:14]=1)[CH2:9][CH2:10]Cl)[C:2]1[CH:7]=[CH:6][CH:5]=[CH:4][CH:3]=1.Cl.[F:20][CH2:21][CH2:22][NH2:23].CCN(C(C)C)C(C)C>[Br-].C([N+](CCCC)(CCCC)CCCC)CCC.CN(C=O)C>[CH2:1]([N:8]([CH2:12][C:13]1[CH:18]=[CH:17][CH:16]=[CH:15][CH:14]=1)[CH2:9][CH2:10][NH:23][CH2:22][CH2:21][F:20])[C:2]1[CH:7]=[CH:6][CH:5]=[CH:4][CH:3]=1 |f:1.2,4.5|. Procedure: N,N-Dibenzyl-N′-(2-fluoro-ethyl)ethane-1,2-diamine (160 mg) was prepared by following General Procedure S starting from dibenzyl-(2-chloro-ethyl)-amine (520 mg), 2-fluoro-ethylamine hydrochloride (250 mg), DIEA (900 uL) and tetrabutylammonium bromide (60 mg) in DMF (2 mL). Reaction SMILES: [C:30].[CH3:24][CH2:25][O:26][C:27](=[O:28])[CH3:29].[NH:1]([NH:2][C:3](=[O:4])[O:5][CH2:6][CH2:7][c:8]1[cH:9][cH:10][c:11]([N+:14]([O-:15])=[O:16])[cH:12][cH:13]1)[C:17](=[O:18])[O:19][C:20]([CH3:21])([CH3:22])[CH3:23].[Pd:31]>>[NH:1]([NH:2][C:3](=[O:4])[O:5][CH2:6][CH2:7][c:8]1[cH:9][cH:10][c:11]([NH2:14])[cH:12][cH:13]1)[C:17](=[O:18])[O:19][C:20]([CH3:21])([CH3:22])[CH3:23]. Product: CC(C)(C)OC(=O)NNC(=O)OCCc1ccc(N)cc1. Reactants: C, CCOC(C)=O, CC(C)(C)OC(=O)NNC(=O)OCCc1ccc([N+](=O)[O-])cc1, [Pd].